This data is from the Open Reaction Database (ORD), a public repository of structured organic reaction records. The task is: describe an organic reaction: reactants, conditions, products, and yield Starting materials: COC(=O)C(C)Br, O=C([O-])[O-], CCC(C)=O, [I-], [K+], [K+], [K+], O, Oc1cccc2cccnc12. The product is COC(=O)C(C)Oc1cccc2cccnc12. RXN SMILES: [Br:20][CH:21]([C:22](=[O:23])[O:24][CH3:25])[CH3:26].[C:12](=[O:13])([O-:14])[O-:15].[CH3:27][CH2:28][C:29](=[O:30])[CH3:31].[I-:19].[K+:16].[K+:17].[K+:18].[OH2:32].[OH:1][c:2]1[cH:3][cH:4][cH:5][c:6]2[cH:7][cH:8][cH:9][n:10][c:11]12>>[O:1]([c:2]1[cH:3][cH:4][cH:5][c:6]2[cH:7][cH:8][cH:9][n:10][c:11]12)[CH:21]([C:22](=[O:23])[O:24][CH3:25])[CH3:26].